describe an organic reaction: reactants, conditions, products, and yield From a dataset of the Open Reaction Database (ORD), a public repository of structured organic reaction records. Conditions: time 8 hour. Procedure: To a solution, stirred under an inert atmosphere at ambient temperature, of 40 g of 2-mercapto naphthalene in 1 liter of anhydrous ethanol, there are slowly added 24.4 g of potash. The addition being completed, stirring is maintained for 2 hours, then there is slowly added a solution of 21 cm3 of bromomethane dissolved in 100 cm3 of anhydrous ethanol. After 3 hours of stirring, the reaction mixture is left overnight, then filtered and the filtrate is concentrated under a vacuum. The resulting cr... The reactants are C(C)O (ethanol), C(=O)([O-])[O-].[K+].[K+] (potash), SC1=CC2=CC=CC=C2C=C1 (2-mercapto naphthalene), C(C)O (ethanol), BrC (bromomethane). The product is C(C)SC1=CC2=CC=CC=C2C=C1 (2-ethylthio naphthalene). As a reaction SMILES: [SH:1][C:2]1[CH:11]=[CH:10][C:9]2[C:4](=[CH:5][CH:6]=[CH:7][CH:8]=2)[CH:3]=1.C([O-])([O-])=O.[K+].[K+].BrC.[CH2:20](O)[CH3:21]>>[CH2:20]([S:1][C:2]1[CH:11]=[CH:10][C:9]2[C:4](=[CH:5][CH:6]=[CH:7][CH:8]=2)[CH:3]=1)[CH3:21] |f:1.2.3|. Starting materials: [BH4-].[Na+] (sodium borohydride), BrC1=NC(=CC=C1)C(F)(F)F (2-bromo-6-trifluoromethylpyridine), [Cl-].[NH4+] (ammonium chloride), CN(C=O)C (N,N-dimethylformamide). Solvent: CO (methanol), C1(=CC=CC=C1)C (toluene), C(CCC)[Li] (n-butyllithium). Conditions: temperature -78 celsius, time 10 minute. Product: FC(C1=CC=CC(=N1)CO)(F)F ((6-Trifluoromethylpyridin-2-yl) Methanol). The yield is 108.5%. As a reaction SMILES: Br[C:2]1[CH:7]=[CH:6][CH:5]=[C:4]([C:8]([F:11])([F:10])[F:9])[N:3]=1.CN(C)[CH:14]=[O:15].[BH4-].[Na+].[Cl-].[NH4+]>C1(C)C=CC=CC=1.C([Li])CCC.CO>[F:9][C:8]([F:11])([F:10])[C:4]1[N:3]=[C:2]([CH2:14][OH:15])[CH:7]=[CH:6][CH:5]=1 |f:2.3,4.5|. Procedure: A solution containing 2.00 g of 2-bromo-6-trifluoromethylpyridine dissolved in 50 ml of toluene was cooled to −78° C. followed by dropping in 4.0 ml of n-butyllithium (2.77 mol/L) and stirring for 10 minutes at −78° C. 0.96 g of N,N-dimethylformamide were dropped therein followed by further stirring for 10 minutes at −78° C. following completion of the reaction. 0.67 g of sodium borohydride and 5 ml of methanol were added to the resulting reaction mixture followed by heating to room temperature ...